From a dataset of the Open Reaction Database (ORD), a public repository of structured organic reaction records. describe an organic reaction: reactants, conditions, products, and yield The reactants are [C@H]1(CCC2=CC=CC=C12)NC(=O)C1=CC(=C(C=C1)SC1=CC=C(C=C1)NC(OC(C)(C)C)=O)NC=1C2=C(N=CN1)N=C(C=C2)C(C)C ((R)-tert-Butyl 4-(4-(2,3-dihydro-1H-inden-1-ylcarbamoyl)-2-(7-isopropylpyrido[2,3-d]pyrimidin-4-ylamino)phenylthio)phenylcarbamate), C(C)(C)(C)OC(NC1=CC=C(C=C1)SC1=C(C=C(C=C1)C(N[C@@H](C)C1=CC=CC=C1)=O)NC=1C2=C(N=CN1)N=C(C=C2)C(C)C)=O ((S)-{4-[2-(7-Isopropyl-pyrido[2,3-d]pyrimidin-4-ylamino)-4-(1-phenyl-ethylcarbamoyl)-phenylsulfanyl]-phenyl}-carbamic acid tert-butyl ester). Product: NC1=CC=C(C=C1)SC1=C(C=C(C(=O)N[C@@H]2CCC3=CC=CC=C23)C=C1)NC=1C2=C(N=CN1)N=C(C=C2)C(C)C ((R)-4-(4-Aminophenylthio)-N-(2,3-dihydro-1H-inden-1-yl)-3-(7-isopropylpyrido[2,3-d]pyrimidin-4-ylamino)benzamide). The yield is 89.0%. Reaction SMILES: [C@H:1]1([NH:10][C:11]([C:13]2[CH:18]=[CH:17][C:16]([S:19][C:20]3[CH:25]=[CH:24][C:23]([NH:26]C(=O)OC(C)(C)C)=[CH:22][CH:21]=3)=[C:15]([NH:34][C:35]3[C:36]4[CH:44]=[CH:43][C:42]([CH:45]([CH3:47])[CH3:46])=[N:41][C:37]=4[N:38]=[CH:39][N:40]=3)[CH:14]=2)=[O:12])[C:9]2[C:4](=[CH:5][CH:6]=[CH:7][CH:8]=2)[CH2:3][CH2:2]1.C(OC(=O)NC1C=CC(SC2C=CC(C(=O)N[C@H](C3C=CC=CC=3)C)=CC=2NC2C3C=CC(C(C)C)=NC=3N=CN=2)=CC=1)(C)(C)C>>[NH2:26][C:23]1[CH:24]=[CH:25][C:20]([S:19][C:16]2[CH:17]=[CH:18][C:13]([C:11]([NH:10][C@H:1]3[C:9]4[C:4](=[CH:5][CH:6]=[CH:7][CH:8]=4)[CH2:3][CH2:2]3)=[O:12])=[CH:14][C:15]=2[NH:34][C:35]2[C:36]3[CH:44]=[CH:43][C:42]([CH:45]([CH3:47])[CH3:46])=[N:41][C:37]=3[N:38]=[CH:39][N:40]=2)=[CH:21][CH:22]=1. Reported procedure: The title compound was prepared (yield 89%) by the procedure in Example 385G substituting the product of Example 446A for the product of Example 385F. 1H-NMR (300 MHz, DMSO-d6) δ ppm: 1.33 (d, J=7.0 Hz, 6H), 1.86-2.04 (m, 1H), 2.33-2.53 (m, 1H), 2.74-3.03 (m, 2H), 3.22 (septet, J=7.0 Hz, 1H), 5.48-5.62 (m, 1H), 5.58 (s, 2H), 6.62 (d, J=8.5 Hz, 2H), 6.83 (d, J=8.1 Hz, 1H), 7.11-7.28 (m, 4H), 7.13 (d, J=8.5 Hz, 2H), 7.63 (d, J=8.5 Hz, 1H), 7.75 (dd, J=8.1, 1.5 Hz, 1H), 7.90 (d, J=1.5 Hz, 1H), 8.56... The reactants are C1COC(=O)N1CC2=CC=CC=C2 ((S)-benzyl-2-oxazolidinone), [Li][C@@H]1N(C(OC1)=O)CC1=CC=CC=C1 (lithio (S)-benzyl-2-oxazolidinone), CC(C(=O)OC(CC1=CC(=C(C=C1)Cl)Cl)=O)(C)C (3,4-dichlorophenylacetic acid trimethylacetyl ester), C1(=CC=CC=C1)C(C1=CC=CC=C1)C1=CC=CC=C1 (triphenylmethane), C(CCC)[Li] (n-butyl lithium). The solvent is O1CCCC1 (tetrahydrofuran), C(C)(=O)OCC.CCCCCC (ethyl acetate hexane), C(C)(=O)OCC.CCCCCC (ethyl acetate hexane). Reaction conditions: temperature -40 celsius, time 30 minute. Yields the product C(C1=CC=CC=C1)[C@@H]1N(C(OC1)=O)C(CC1=CC(=C(C=C1)Cl)Cl)=O ((S)-4-benzyl-3-(3,4-dichlorophenyl)acetyl-2-oxazolidinone). RXN SMILES: C1[N:6](CC2C=CC=CC=2)[C:4](=[O:5])[O:3]C1.C1([CH:20]([C:27]2[CH:32]=[CH:31][CH:30]=[CH:29][CH:28]=2)[C:21]2[CH:26]=CC=CC=2)C=CC=CC=1.C([Li])CCC.CC(C)(C)C(O[C:43](=[O:53])[CH2:44][C:45]1[CH:50]=[CH:49][C:48]([Cl:51])=[C:47]([Cl:52])[CH:46]=1)=O.[Li][C@H]1COC(=O)N1CC1C=CC=CC=1>C(OCC)(=O)C.CCCCCC.O1CCCC1>[CH2:20]([C@H:21]1[CH2:26][O:5][C:4](=[O:3])[N:6]1[C:43](=[O:53])[CH2:44][C:45]1[CH:50]=[CH:49][C:48]([Cl:51])=[C:47]([Cl:52])[CH:46]=1)[C:27]1[CH:28]=[CH:29][CH:30]=[CH:31][CH:32]=1 |f:5.6|. Reported procedure: Alternately, combine (S)-benzyl-2-oxazolidinone (25 g, 140 mmol) and tetrahydrofuran (250 ml). Add triphenylmethane (30 mg) as an indicator. Cool to about −40° C. Add n-butyl lithium (about 56 ml, 1 M in hexane, 140 mmol) until an orange color persists. After 30 minutes, cool in a dry-ice/acetone bath the a solution of 3,4-dichlorophenylacetic acid trimethylacetyl ester as obtained in Preparation 3 and add by cannula the solution of lithio (S)-benzyl-2-oxazolidinone obtained above. When the addi... The reactants are [H-].[Na+] (sodium hydride), ClC(=O)OCCC (n-propyl chloroformate), C(C)(C)(C)C1=CC=C(CC#N)C=C1 (4-tert-butylbenzyl cyanide), ice water, FC(C1=C(C(=O)Cl)C=CC=C1)(F)F (2-trifluoromethylbenzoyl chloride). Run in CN(C=O)C (dimethylformamide), CN(C=O)C (dimethylformamide), CN(C=O)C (dimethylformamide). Reaction conditions: temperature 45 celsius, time 30 minute. The product is C(C)(C)(C)C1=CC=C(C=C1)C(C#N)=C(C1=C(C=CC=C1)C(F)(F)F)OC(=O)OCCC (α-(4-tert-Butylphenyl)-β-[(n-propyloxy)carbonyloxy]-β-(2-trifluoromethylphenyl)acrylonitrile). Isolated yield 69.9%. Reaction SMILES: [C:1]([C:5]1[CH:13]=[CH:12][C:8]([CH2:9][C:10]#[N:11])=[CH:7][CH:6]=1)([CH3:4])([CH3:3])[CH3:2].[F:14][C:15]([F:26])([F:25])[C:16]1[CH:24]=[CH:23][CH:22]=[CH:21][C:17]=1[C:18](Cl)=[O:19].[H-].[Na+].Cl[C:30]([O:32][CH2:33][CH2:34][CH3:35])=[O:31]>CN(C)C=O>[C:1]([C:5]1[CH:6]=[CH:7][C:8]([C:9](=[C:18]([O:19][C:30]([O:32][CH2:33][CH2:34][CH3:35])=[O:31])[C:17]2[CH:21]=[CH:22][CH:23]=[CH:24][C:16]=2[C:15]([F:26])([F:25])[F:14])[C:10]#[N:11])=[CH:12][CH:13]=1)([CH3:4])([CH3:2])[CH3:3] |f:2.3|. Procedure: A mixture comprising 2.0 g of 4-tert-butylbenzyl cyanide, 2.35 g of 2-trifluoromethylbenzoyl chloride and 8 ml of dimethylformamide, was dropwise added to a mixture comprising 0.84 g of 68% sodium hydride and 13 ml of dimethylformamide while maintaining the temperature at a level of from 40 to 50° C. After completion of the dropwise addition, the reaction was carried out for 30 minutes at room temperature. The reaction mixture was cooled with ice, and a mixture comprising 1.5 g of n-propyl chlor... Starting materials: CC(C)(C)OC(=O)N1CCC(NCc2ncccc2-c2ccccc2)CC1, Cc1cnc(C=O)c(C)c1, ClCCl. Product: Cc1cnc(CN(Cc2ncccc2-c2ccccc2)C2CCN(C(=O)OC(C)(C)C)CC2)c(C)c1. RXN SMILES: [C:1]([CH3:2])([CH3:3])([CH3:4])[O:5][C:6](=[O:7])[N:8]1[CH2:9][CH2:10][CH:11]([NH:14][CH2:15][c:16]2[n:17][cH:18][cH:19][cH:20][c:21]2-[c:22]2[cH:23][cH:24][cH:25][cH:26][cH:27]2)[CH2:12][CH2:13]1.[CH3:28][c:29]1[c:30]([CH:36]=[O:37])[n:31][cH:32][c:33]([CH3:35])[cH:34]1.[Cl:38][CH2:39][Cl:40]>>[C:1]([CH3:2])([CH3:3])([CH3:4])[O:5][C:6](=[O:7])[N:8]1[CH2:9][CH2:10][CH:11]([N:14]([CH2:15][c:16]2[n:17][cH:18][cH:19][cH:20][c:21]2-[c:22]2[cH:23][cH:24][cH:25][cH:26][cH:27]2)[CH2:36][c:30]2[c:29]([CH3:28])[cH:34][c:33]([CH3:35])[cH:32][n:31]2)[CH2:12][CH2:13]1. Reactants: CC(C)(O)c1ccncc1F, I, [Na+], [OH-], P. Yields the product CC(C)c1ccncc1F. Reaction SMILES: [F:1][c:2]1[cH:3][n:4][cH:5][cH:6][c:7]1[C:8]([CH3:9])([CH3:10])[OH:11].[IH:15].[Na+:14].[OH-:13].[P:12]>>[F:1][c:2]1[cH:3][n:4][cH:5][cH:6][c:7]1[CH:8]([CH3:9])[CH3:10].